This data is from the Open Reaction Database (ORD), a public repository of structured organic reaction records. The task is: describe an organic reaction: reactants, conditions, products, and yield The reactants are ClC1=C(COC(NC=2C=NN(C2)CC=2N=C(OC2)C(C)O)=O)C=CC=C1 ({1-[2-(1-hydroxy-ethyl)-oxazol-4-ylmethyl]-1H-pyrazol-4-yl}-carbamic acid 2-chloro-benzyl ester), N#N (N2). Reagents/catalysts: O=[Mn]=O (MnO2). Solvent: C(=O)(C)C#N (AcCN). Reaction conditions: temperature 55 celsius, time 3 hour. Product: ClC1=C(COC(NC=2C=NN(C2)CC=2N=C(OC2)C(C)=O)=O)C=CC=C1 ([1-(2-Acetyl-oxazol-4-ylmethyl)-1H-pyrazol-4-yl]-carbamic acid 2-chloro-benzyl ester). Reaction SMILES: N#N.[Cl:3][C:4]1[CH:28]=[CH:27][CH:26]=[CH:25][C:5]=1[CH2:6][O:7][C:8](=[O:24])[NH:9][C:10]1[CH:11]=[N:12][N:13]([CH2:15][C:16]2[N:17]=[C:18]([CH:21]([OH:23])[CH3:22])[O:19][CH:20]=2)[CH:14]=1>C(C#N)(C)=O.O=[Mn]=O>[Cl:3][C:4]1[CH:28]=[CH:27][CH:26]=[CH:25][C:5]=1[CH2:6][O:7][C:8](=[O:24])[NH:9][C:10]1[CH:11]=[N:12][N:13]([CH2:15][C:16]2[N:17]=[C:18]([C:21](=[O:23])[CH3:22])[O:19][CH:20]=2)[CH:14]=1. Procedure: In a flame dried round-bottomed flask equipped with a magnetic stir bar and under inert atmosphere (N2), a solution of {1-[2-(1-hydroxy-ethyl)-oxazol-4-ylmethyl]-1H-pyrazol-4-yl}-carbamic acid 2-chloro-benzyl ester (211 mg, 0.56 mmol) in AcCN (5.0 mL) was treated at rt with MnO2 (270 mg, 2.80 mmol) and the reaction mixture was stirred at 55° C. for 3 h before being filtered through Celite. Purification of the residue by FC (2:1 to 1:2 hept-EA) gave the title compound as a pale yellow oil. TLC: r... Reactants: Cl.C(C)N=C=NCCCN(C)C (N-ethyl-N'-(3-dimethylaminopropyl)-carbodiimide hydrochloride), CN(C)C1=NC=CC=C1 (dimethylaminopyridine), C(C1=CC=CC=C1)N1CCC(CC1)O (1-benzyl-4-hydroxypiperidine), CN(C=1C=C(C(=O)O)C=CC1)C (3-dimethylaminobenzoic acid). Run at time 2 hour. Yields the product CN(C=1C=C(C(=O)OC2CCN(CC2)CC2=CC=CC=C2)C=CC1)C (1-benzyl-piperidin-4-yl 3-dimethylamino-benzoate). Reported procedure: 0.33 g (0.002 mol) of 3-dimethylaminobenzoic acid was dissolved in 10 ml of dimethylformamide, treated with 0.122 g (0.001 mol) of dimethylaminopyridine and 0.383 g (0.002 mol) of 1-benzyl-4-hydroxypiperidine and cooled to 0°. 0.422 g (0.0022 mol) of N-ethyl-N'-(3-dimethylaminopropyl)-carbodiimide hydrochloride was added and the mixture was stirred at 0° for a further 2 hrs. Subsequently, the mixture was stirred at room temperature for 3 days, the solvent was distilled off and the residue was ch... Yield: 67.1%. Reaction SMILES: [CH3:1][N:2]([CH3:12])[C:3]1[CH:4]=[C:5]([CH:9]=[CH:10][CH:11]=1)[C:6]([OH:8])=[O:7].CN(C1C=CC=CN=1)C.[CH2:22]([N:29]1[CH2:34][CH2:33][CH:32](O)[CH2:31][CH2:30]1)[C:23]1[CH:28]=[CH:27][CH:26]=[CH:25][CH:24]=1.Cl.C(N=C=NCCCN(C)C)C>CN(C)C=O>[CH3:1][N:2]([CH3:12])[C:3]1[CH:4]=[C:5]([CH:9]=[CH:10][CH:11]=1)[C:6]([O:8][CH:32]1[CH2:31][CH2:30][N:29]([CH2:22][C:23]2[CH:28]=[CH:27][CH:26]=[CH:25][CH:24]=2)[CH2:34][CH2:33]1)=[O:7] |f:3.4|. Run in CN(C=O)C (dimethylformamide). The reactants are N#CCBr, CC(C)=O, [K+], [K+], O=C([O-])[O-], CC(=O)Nc1cccc(O)c1. The product is CC(=O)Nc1cccc(OCC#N)c1. Reaction SMILES: [Br:18][CH2:19][C:20]#[N:21].[CH3:22][C:23](=[O:24])[CH3:25].[K+:12].[K+:13].[O-:14][C:15]([O-:16])=[O:17].[OH:1][c:2]1[cH:3][c:4]([NH:8][C:9]([CH3:10])=[O:11])[cH:5][cH:6][cH:7]1>>[O:1]([c:2]1[cH:3][c:4]([NH:8][C:9]([CH3:10])=[O:11])[cH:5][cH:6][cH:7]1)[CH2:19][C:20]#[N:21]. The reactants are CCO, Cl, [Na+], C1CCOC1, [OH-], O, CCOC(=O)c1cnc(-c2ccccc2)nc1OCc1ccc(OCc2nc(-c3ccco3)oc2C)c(OC)c1. The product is COc1cc(COc2nc(-c3ccccc3)ncc2C(=O)O)ccc1OCc1nc(-c2ccco2)oc1C. As a reaction SMILES: [CH3:50][CH2:51][OH:52].[ClH:48].[Na+:47].[O:41]1[CH2:42][CH2:43][CH2:44][CH2:45]1.[OH-:46].[OH2:49].[o:1]1[c:2](-[c:6]2[o:7][c:8]([CH3:40])[c:9]([CH2:11][O:12][c:13]3[c:14]([O:38][CH3:39])[cH:15][c:16]([CH2:17][O:18][c:19]4[n:20][c:21](-[c:30]5[cH:31][cH:32][cH:33][cH:34][cH:35]5)[n:22][cH:23][c:24]4[C:25](=[O:26])[O:27][CH2:28][CH3:29])[cH:36][cH:37]3)[n:10]2)[cH:3][cH:4][cH:5]1>>[o:1]1[c:2](-[c:6]2[o:7][c:8]([CH3:40])[c:9]([CH2:11][O:12][c:13]3[c:14]([O:38][CH3:39])[cH:15][c:16]([CH2:17][O:18][c:19]4[n:20][c:21](-[c:30]5[cH:31][cH:32][cH:33][cH:34][cH:35]5)[n:22][cH:23][c:24]4[C:25](=[O:26])[OH:27])[cH:36][cH:37]3)[n:10]2)[cH:3][cH:4][cH:5]1. Starting materials: FC=1C=C(C(=O)Cl)C=C(C1)OC (3-fluoro-5-methoxybenzoyl chloride), C1CCOC1 (THF), C(CC#N)#N (malononitrile), C1CCOC1 (THF), [H-].[Na+] (NaH), paraffin, Cl (HCl). Reaction conditions: time 24 hour. Yields the product FC=1C=C(C=C(C1)OC)C(=C(C#N)C#N)OC (2-((3-fluoro-5-methoxyphenyl)(methoxy)methylene)malononitrile). RXN SMILES: [C:1](#[N:5])[CH2:2][C:3]#[N:4].[H-].[Na+].[F:8][C:9]1[CH:10]=[C:11]([CH:15]=[C:16]([O:18][CH3:19])[CH:17]=1)[C:12](Cl)=[O:13].Cl.[CH2:21]1COCC1>>[F:8][C:9]1[CH:10]=[C:11]([C:12]([O:13][CH3:21])=[C:2]([C:1]#[N:5])[C:3]#[N:4])[CH:15]=[C:16]([O:18][CH3:19])[CH:17]=1 |f:1.2|. Procedure details: A solution of malononitrile (2.87 g, 0.044 mol) in dry THF (50 ml) was stirred at 0° C. under an argon atmosphere. NaH in paraffin oil (4.64 g, 0.116 mol) was added piece-wise to solution. 3-fluoro-5-methoxybenzoyl chloride (BA67, 0.029 mol) was dissolved in 50 ml dry THF and added slowly to reaction. Reaction was warmed to room temperature and stirred under argon for 24 hours. 1N HCl (200 ml) was slowly added, then reaction mixture was extracted with EtOAc. Organic phases were combined, dried w... Reactants: ClC1=CC=C(OC2=CC=C(OC(C(=O)O)C)C=C2)C=C1 ((±)-2-[4-(4-chlorophenoxy)-phenoxy]-propionic acid), [H-].[H-].[H-].[H-].[Li+].[Al+3] (LiAlH4), Cl (hydrochloric acid), [H-] (hydride). Solvent: C(C)OCC (diethyl ether), C(C)OCC (diethyl ether), C(C)(=O)OCC (ethyl acetate). The product is ClC1=CC=C(OC2=CC=C(OC(CO)C)C=C2)C=C1 ((±)-2-[4-(4-Chlorophenoxy)-phenoxy]-1-propanol). Reaction SMILES: [Cl:1][C:2]1[CH:20]=[CH:19][C:5]([O:6][C:7]2[CH:18]=[CH:17][C:10]([O:11][CH:12]([CH3:16])[C:13](O)=[O:14])=[CH:9][CH:8]=2)=[CH:4][CH:3]=1.[H-].[H-].[H-].[H-].[Li+].[Al+3].[H-].Cl>C(OCC)C.C(OCC)(=O)C>[Cl:1][C:2]1[CH:20]=[CH:19][C:5]([O:6][C:7]2[CH:18]=[CH:17][C:10]([O:11][CH:12]([CH3:16])[CH2:13][OH:14])=[CH:9][CH:8]=2)=[CH:4][CH:3]=1 |f:1.2.3.4.5.6|. Procedure: A solution of 22.5 g (0.077 mol) of (±)-2-[4-(4-chlorophenoxy)-phenoxy]-propionic acid (CRL 40299) in 150 ml of anhydrous diethyl ether is run over the course of 1 hour 30 minutes into a suspension of 6.6 g (0.173 mol) of LiAlH4 in 50 ml of anhydrous diethyl ether. Thereafter the reflux is maintained for 1 hour 30 minutes, the excess hydride is neutralised with ethyl acetate and the complex is hydrolysed with dilute hydrochloric acid. The organic phase is decanted, washed with water and dilute s...